This data is from the Open Reaction Database (ORD), a public repository of structured organic reaction records. The task is: describe an organic reaction: reactants, conditions, products, and yield Reactants: Clc1cccc(Br)c1, Cc1ccccc1, ClCCl, CC(C)COC(=O)N1CCNCC1, O=C(C=Cc1ccccc1)C=Cc1ccccc1, O=C(C=Cc1ccccc1)C=Cc1ccccc1, O=C(C=Cc1ccccc1)C=Cc1ccccc1, [Pd], [Pd]. Yields the product CC(C)COC(=O)N1CCN(c2cccc(Cl)c2)CC1. Reaction SMILES: [Br:1][c:2]1[cH:3][c:4]([Cl:8])[cH:5][cH:6][cH:7]1.[CH3:22][c:23]1[cH:24][cH:25][cH:26][cH:27][cH:28]1.[Cl:29][CH2:30][Cl:31].[N:9]1([C:15](=[O:16])[O:17][CH2:18][CH:19]([CH3:20])[CH3:21])[CH2:10][CH2:11][NH:12][CH2:13][CH2:14]1.[O:34]=[C:35]([CH:36]=[CH:37][c:38]1[cH:39][cH:40][cH:41][cH:42][cH:43]1)[CH:44]=[CH:45][c:46]1[cH:47][cH:48][cH:49][cH:50][cH:51]1.[O:52]=[C:53]([CH:54]=[CH:55][c:56]1[cH:57][cH:58][cH:59][cH:60][cH:61]1)[CH:62]=[CH:63][c:64]1[cH:65][cH:66][cH:67][cH:68][cH:69]1.[O:70]=[C:71]([CH:72]=[CH:73][c:74]1[cH:75][cH:76][cH:77][cH:78][cH:79]1)[CH:80]=[CH:81][c:82]1[cH:83][cH:84][cH:85][cH:86][cH:87]1.[Pd:32].[Pd:33]>>[c:2]1([N:12]2[CH2:11][CH2:10][N:9]([C:15](=[O:16])[O:17][CH2:18][CH:19]([CH3:20])[CH3:21])[CH2:14][CH2:13]2)[cH:3][c:4]([Cl:8])[cH:5][cH:6][cH:7]1. Reactants: [Li]CCCC (n-BuLi), CN(CCNC)C (N,N,N'-trimethylethylenediamine), [Li]CCCC (n-BuLi), N1=CC(=CC=C1)C=O (3-pyridinecarboxaldehyde), IC (iodomethane), NaCI. Solvent: C1CCOC1 (THF), C1CCOC1 (THF). Conditions: time 15 minute. The product is CC1=C(C=NC=C1)C=O (4-Methyl-3-pyridinecarboxaldehyde). RXN SMILES: [Li]CCCC.C[N:7]([CH3:12])[CH2:8][CH2:9]NC.N1C=[CH:17][CH:16]=[C:15]([CH:19]=[O:20])C=1.IC>C1COCC1>[CH3:17][C:16]1[CH:9]=[CH:8][N:7]=[CH:12][C:15]=1[CH:19]=[O:20]. Procedure details: n-BuLi (1.6 M in hexanes) (2.2 mmol, 1.37 ml) was added dropwise to a stirred solution of N,N,N'-trimethylethylenediamine (2.4 mmol, 0.245 g) in THF at -78° C. A solution of 3-pyridinecarboxaldehyde (2 mmol, 0.214 g) in THF was added and the mixture stirred for 15 min before adding a further portion of n-BuLi (1.6M in hexanes) (4 mmol, 2.5 ml). After stirring for 2 h at -70° C., iodomethane was added, the mixture stirred at RT for 30 min, then poured into aqueous NaCI solution, extracted twice w... Reactants: NC(=NC(C1=CC(=C(C=C1)OC=1C=NC=C(C1)Cl)S(=O)(=O)C)=O)N (N-diaminomethylene-3-methylsulfonyl-4-(5-chloro-3-pyridyloxy)benzamide), CS(=O)(=O)C=1C=C(C(=O)OC)C=CC1OC=1C=NC=CC1O (methyl 3-methylsulfonyl-4-(4-hydroxy-3-pyridyloxy)benzoate). Yields the product NC(=NC(C1=CC(=C(C=C1)OC=1C=NC=CC1C)S(=O)(=O)C)=O)N (N-diaminomethylene-3-methylsulfonyl-4-(4-methyl-3-pyridyloxy)benzamide). As a reaction SMILES: [NH2:1][C:2]([NH2:24])=[N:3][C:4](=[O:23])[C:5]1[CH:10]=[CH:9][C:8]([O:11][C:12]2[CH:13]=[N:14][CH:15]=[C:16](Cl)[CH:17]=2)=[C:7]([S:19]([CH3:22])(=[O:21])=[O:20])[CH:6]=1.[CH3:25]S(C1C=C(C=CC=1OC1C=NC=CC=1O)C(OC)=O)(=O)=O>>[NH2:1][C:2]([NH2:24])=[N:3][C:4](=[O:23])[C:5]1[CH:10]=[CH:9][C:8]([O:11][C:12]2[CH:13]=[N:14][CH:15]=[CH:16][C:17]=2[CH3:25])=[C:7]([S:19]([CH3:22])(=[O:21])=[O:20])[CH:6]=1. Procedure details: N-diaminomethylene-3-methylsulfonyl-4-(5-chloro-3-pyridyloxy)benzamide, m.p. 233°; with methyl 3-methylsulfonyl-4-(4-hydroxy-3-pyridyloxy)benzoate, Reactants: CC(=O)OCC1OC(OC(C)=O)C(N=C=S)C(OC(C)=O)C1OC(C)=O, CCOC(C)=O, CC#N, NCC(F)F. Product: CC(=O)OCC1OC(OC(C)=O)C(NC(=S)NCC(F)F)C(OC(C)=O)C1OC(C)=O. RXN SMILES: [C:1]([CH3:2])(=[O:3])[O:4][CH:5]1[O:6][CH:7]([CH2:22][O:23][C:24]([CH3:25])=[O:26])[CH:8]([O:18][C:19]([CH3:20])=[O:21])[CH:9]([O:14][C:15]([CH3:16])=[O:17])[CH:10]1[N:11]=[C:12]=[S:13].[CH3:32][CH2:33][O:34][C:35]([CH3:36])=[O:37].[CH3:38][C:39]#[N:40].[F:27][CH:28]([CH2:29][NH2:30])[F:31]>>[C:1]([CH3:2])(=[O:3])[O:4][CH:5]1[O:6][CH:7]([CH2:22][O:23][C:24]([CH3:25])=[O:26])[CH:8]([O:18][C:19]([CH3:20])=[O:21])[CH:9]([O:14][C:15]([CH3:16])=[O:17])[CH:10]1[NH:11][C:12](=[S:13])[NH:30][CH2:29][CH:28]([F:27])[F:31].